The task is: describe an organic reaction: reactants, conditions, products, and yield. This data is from the Open Reaction Database (ORD), a public repository of structured organic reaction records. Reactants: C1(=CC=CC=C1)P(O)=O (phenylphosphinic acid), C(O)(O)=O.NNC(=N)N (aminoguanidine hydrogencarbonate), C(=O)=O (carbon dioxide). Conditions: temperature 65 celsius, time 90 minute. Product: C1(=CC=CC=C1)P(O)=O.NNC(=N)N (Aminoguanidine phenylphosphinate). Isolated yield 100.0%. As a reaction SMILES: [C:1]1([PH:7](=[O:9])[OH:8])[CH:6]=[CH:5][CH:4]=[CH:3][CH:2]=1.C(=O)(O)O.[NH2:14][NH:15][C:16]([NH2:18])=[NH:17].C(=O)=O>>[C:1]1([PH:7](=[O:8])[OH:9])[CH:6]=[CH:5][CH:4]=[CH:3][CH:2]=1.[NH2:14][NH:15][C:16]([NH2:18])=[NH:17] |f:1.2,4.5|. Procedure: 380.2 g (2.68 mol) phenylphosphinic acid (Aldrich, Germany) are dissolved at room temperature in 1.25 lethanol, and the solution is heated to 65° C. 364.2 g (2.68 mol) aminoguanidine hydrogencarbonate (Aldrich, Germany) is added over a period of 35 min. in small portions after each cessation of carbon dioxide evolution. After completing the addition, the mixture is stirred for another 90 min. at 65° C. The clear, colourless solution is concentrated to dryness in the rotary evaporator. The solid ... Reactants: BrC=1C=NC=C(C1C1CC1)F (3-Bromo-4-cyclopropyl-5-fluoropyridine), C([O-])([O-])=O.[Na+].[Na+] (Sodium carbonate), FC=1C=C(C=C2CCC=3N(C12)C(=NN3)C)B(O)O ((9-fluoro-1-methyl-4,5-dihydro-[1,2,4]triazolo[4,3-a]quinolin-7-yl)boronic acid). The reagents and catalysts are tetrakis triphenylphosphine palladium. Solvent: COCCOC (DME), O (water). Yields the product C1(CC1)C1=C(C=NC=C1F)C=1C=C2CCC=3N(C2=C(C1)F)C(=NN3)C (7-(4-Cyclopropyl-5-fluoropyridin-3-yl)-9-fluoro-1-methyl-4,5-dihydro-[1,2,4]triazolo[4,3-a]quinoline). RXN SMILES: Br[C:2]1[CH:3]=[N:4][CH:5]=[C:6]([F:11])[C:7]=1[CH:8]1[CH2:10][CH2:9]1.C(=O)([O-])[O-].[Na+].[Na+].[F:18][C:19]1[CH:20]=[C:21](B(O)O)[CH:22]=[C:23]2[C:28]=1[N:27]1[C:29]([CH3:32])=[N:30][N:31]=[C:26]1[CH2:25][CH2:24]2>COCCOC.O>[CH:8]1([C:7]2[C:6]([F:11])=[CH:5][N:4]=[CH:3][C:2]=2[C:21]2[CH:22]=[C:23]3[C:28](=[C:19]([F:18])[CH:20]=2)[N:27]2[C:29]([CH3:32])=[N:30][N:31]=[C:26]2[CH2:25][CH2:24]3)[CH2:10][CH2:9]1 |f:1.2.3|. Procedure: 3-Bromo-4-cyclopropyl-5-fluoropyridine (462 mg, 2.14 mmol) was dissolved in a mixture of DME (3.55 mL) and water (3.55 mL). Sodium carbonate (226 mg, 2.14 mmol), (9-fluoro-1-methyl-4,5-dihydro-[1,2,4]triazolo[4,3-a]quinolin-7-yl)boronic acid (1-6, 176 mg, 0.71 mmol) and tetrakis triphenylphosphine palladium catalyst (4.11 mg, 3.6 mop were added. The mixture was deoxygenated under reduced pressure, flushed with nitrogen and heated under reflux for 18 h. After cooling to room temperature, ethyl ac...